From a dataset of the Open Reaction Database (ORD), a public repository of structured organic reaction records. describe an organic reaction: reactants, conditions, products, and yield Starting materials: CC(=O)Cl, CC(=O)CC(O)C=Cc1ccc(Cl)cc1Cl, c1ccncc1. Product: CC(=O)CC(C=Cc1ccc(Cl)cc1Cl)OC(C)=O. As a reaction SMILES: [CH3:1][C:2]([Cl:3])=[O:4].[Cl:5][c:6]1[c:7]([CH:13]=[CH:14][CH:15]([CH2:16][C:17]([CH3:18])=[O:19])[OH:20])[cH:8][cH:9][c:10]([Cl:12])[cH:11]1.[cH:21]1[cH:22][cH:23][n:24][cH:25][cH:26]1>>[CH3:1][C:2](=[O:4])[O:20][CH:15]([CH:14]=[CH:13][c:7]1[c:6]([Cl:5])[cH:11][c:10]([Cl:12])[cH:9][cH:8]1)[CH2:16][C:17]([CH3:18])=[O:19]. The reactants are aqueous solution, C([O-])([O-])=O.[Na+].[Na+] (sodium carbonate), (E)-3-[1-(4-bromo-benzenesulfonyl)-1H-1-pyrrol-3-yl]-acrylic acid, N1=CC(=CC=C1)B(O)O (3-pyridylboronic acid), C(C)(C)(C)OC(\C=C\C1=CN(C=C1)S(=O)(=O)C1=CC=C(C=C1)Br)=O ((E)-3-[1-(4-bromo-benzenesulfonyl)-1H-pyrrol-3-yl]-acrylic acid tert-butyl ester), C(C)(C)(C)OC(\C=C\C1=CN(C=C1)S(=O)(=O)C1=CC=C(C=C1)Br)=O ((E)-3-[1-(4-bromo-benzenesulfonyl)-1H-pyrrol-3-yl]-acrylic acid tert-butyl ester). Reagents/catalysts: C1(=CC=CC=C1)P(C1=CC=CC=C1)C1=CC=CC=C1.[Pd](Cl)Cl (triphenylphosphin palladium (II)-chloride). The solvent is COCCOC (DME). The product is C(C)(C)(C)OC(\C=C\C1=CN(C=C1)S(=O)(=O)C1=CC=C(C=C1)C=1C=NC=CC1)=O ((E)-3-[1-(4-Pyridin-3-ylphenylsulfonyl)-1H-pyrrol-3-yl]-acrylic acid tert-butyl ester). Reaction SMILES: [C:1]([O:5][C:6](=[O:24])/[CH:7]=[CH:8]/[C:9]1[CH:13]=[CH:12][N:11]([S:14]([C:17]2[CH:22]=[CH:21][C:20](Br)=[CH:19][CH:18]=2)(=[O:16])=[O:15])[CH:10]=1)([CH3:4])([CH3:3])[CH3:2].[N:25]1[CH:30]=[CH:29][CH:28]=[C:27](B(O)O)[CH:26]=1.C(=O)([O-])[O-].[Na+].[Na+]>COCCOC.C1(P(C2C=CC=CC=2)C2C=CC=CC=2)C=CC=CC=1.[Pd](Cl)Cl>[C:1]([O:5][C:6](=[O:24])/[CH:7]=[CH:8]/[C:9]1[CH:13]=[CH:12][N:11]([S:14]([C:17]2[CH:22]=[CH:21][C:20]([C:27]3[CH:26]=[N:25][CH:30]=[CH:29][CH:28]=3)=[CH:19][CH:18]=2)(=[O:16])=[O:15])[CH:10]=1)([CH3:4])([CH3:3])[CH3:2] |f:2.3.4,6.7|. Reported procedure: 0.18 g (E)-3-[1-(4-bromo-benzenesulfonyl)-1H-1-pyrrol-3-yl]-acrylic acid tart-butyl ester (compound D4) and 62 mg 3-pyridylboronic acid are dissolved in 10 ml DME. A catalytic amount of bis-(triphenylphosphin-palladium (II)-chloride and 0.6 ml of an aqueous solution of sodium carbonate are added and the mixture is heated to reflux temperature overnight. The title compound is isolated by means of chromatography. Reactants: C(#N)N=C(OCCC)C=1C=NC=C(C1)NC(C)C (propyl N-cyano-5-isopropylamino-3-pyridinecarboximidate), ClC1=C(C=CC=C1)CCN (2-(2-chlorophenyl)ethylamine). Solvent: CO (methanol). Conditions: time 105 minute. The product is C(#N)NC(=NCCC1=C(C=CC=C1)Cl)C=1C=NC=C(C1)NC(C)C (N-cyano-N'-[2-(2-chlorophenyl)ethyl]-5-isopropylamino-3-pyridinecarboximidamide). Yield: 81.0%. RXN SMILES: [C:1]([N:3]=[C:4]([C:9]1[CH:10]=[N:11][CH:12]=[C:13]([NH:15][CH:16]([CH3:18])[CH3:17])[CH:14]=1)OCCC)#[N:2].[Cl:19][C:20]1[CH:25]=[CH:24][CH:23]=[CH:22][C:21]=1[CH2:26][CH2:27][NH2:28]>CO>[C:1]([NH:3][C:4]([C:9]1[CH:10]=[N:11][CH:12]=[C:13]([NH:15][CH:16]([CH3:17])[CH3:18])[CH:14]=1)=[N:28][CH2:27][CH2:26][C:21]1[CH:22]=[CH:23][CH:24]=[CH:25][C:20]=1[Cl:19])#[N:2]. Reported procedure: To a solution of propyl N-cyano-5-isopropylamino-3-pyridinecarboximidate (98 mg, 0.42 mmol) in methanol (3 ml) was added 2-(2-chlorophenyl)ethylamine (79 mg, 0.51 mmol), and the mixture was stirred for 105 minutes. After the reaction was completed, the reaction mixture was concentrated under reduced pressure and the residue obtained was purified by silica gel column chromatography (Wako Gel C-200, 30 g; eluted with chloroform:methanol=100:1) and further crystallized from diethyl ether to give th... Reactants: C(C)(=O)OC(C)=O (Acetic anhydride), C1=CC=NC=C1.F (HF-pyridine), C(C)(C)(C)ON=O (tert-butylnitrite), N1=CC=CC=C1 (pyridine), Ice, NC=1N=C(C=2N=CN([C@H]3[C@H](O)[C@H](O)[C@@H](CO)O3)C2N1)N (2-aminoadenosine), teflon, B(O)(O)O (ortho-boric acid). Solvent: O (water). Reaction conditions: temperature -15 celsius, time 45 minute. Yields the product FC=1N=C(C=2N=CN([C@H]3[C@H](OC(C)=O)[C@H](OC(C)=O)[C@@H](COC(C)=O)O3)C2N1)N (2-fluoro-2',3',5'-tri-O-acetyladenosine). Yield: 50.1%. Reaction SMILES: [CH:1]1[CH:6]=CN=CC=1.[FH:7].N[C:9]1[N:10]=[C:11]([NH2:27])[C:12]2[N:13]=[CH:14][N:15]([C:25]=2[N:26]=1)[C@@H:16]1[O:24][C@H:21]([CH2:22][OH:23])[C@@H:19]([OH:20])[C@H:17]1[OH:18].[C:28]([O:32]N=O)(C)([CH3:30])C.N1C=CC=CC=1.[C:41](OC(=O)C)(=[O:43])[CH3:42].B(O)(O)[OH:49]>O>[F:7][C:9]1[N:10]=[C:11]([NH2:27])[C:12]2[N:13]=[CH:14][N:15]([C:25]=2[N:26]=1)[C@@H:16]1[O:24][C@H:21]([CH2:22][O:23][C:6](=[O:49])[CH3:1])[C@@H:19]([O:20][C:28](=[O:32])[CH3:30])[C@H:17]1[O:18][C:41](=[O:43])[CH3:42] |f:0.1|. Reported procedure: Cold 56% HF-pyridine (20.0 mL, 24.3 g) was added rapidly via syringe to a 100 mL plastic bottle which had been charged with 2-aminoadenosine (4.80 g, 17.0 mmol) and equipped with a 1" magnetic spin bar with a teflon-coated thermometer and a nitrogen line were fitted through the rubber septum. The mixture was stirred without external cooling until it became homogeneous. the solution was cooled to -15° C. and tert-butylnitrite (2.50 mL, 18.9 mmol, 90%) was added via syringe over a 20 min. period w... Starting materials: N(=O)[O-].[Na+] (NaNO2), C1=C(C=CC2=CC=CC=C12)C(C1=CC=NC=C1)C(=O)C(C1=CC2=CC=CC=C2C=C1)C1=CC=NC=C1 (2-Naphthyl-4-pridylmethyl ketone), O (H2O). The solvent is Cl (HCl). Conditions: time 3 hour. The product is ON=C(C(=O)C1=CC2=CC=CC=C2C=C1)C1=CC=NC=C1 (2-Hydroxyimino-1-(naphth-2-yl)-2-(4-pyridyl)ethan-1-one). Reaction SMILES: [N:1]([O-:3])=O.[Na+].[CH:5]1[C:14]2[C:9](=[CH:10][CH:11]=[CH:12][CH:13]=2)C=C[C:6]=1[CH:15]([C:22]([CH:24]([C:35]1[CH:40]=[CH:39][N:38]=[CH:37][CH:36]=1)C1C=CC2C(=CC=CC=2)C=1)=[O:23])[C:16]1C=CN=CC=1.O>Cl>[OH:3][N:1]=[C:24]([C:35]1[CH:40]=[CH:39][N:38]=[CH:37][CH:36]=1)[C:22]([C:15]1[CH:6]=[CH:5][C:14]2[C:9](=[CH:10][CH:11]=[CH:12][CH:13]=2)[CH:16]=1)=[O:23] |f:0.1|. Procedure details: NaNO2 (0.35 g, 5 mmol) was added to a suspension of the product of step (b) above, (0.98 g, 4 mmol), in 3N HCl (20 mL), and H2O (20 mL). The slurry was stirred for 3 hours, filtered, washed with water, air dried to give the title compound. MS(ES) m/e 277 [M+H]+. Solvent: C1(=CC=CC=C1)C (toluene), C1(=CC=CC=C1)C (toluene), C1(=CC=CC=C1)C (toluene), O (water), CO (methanol), C(Cl)Cl (methylene chloride). Reported procedure: 2-Phenylbutane-1,2-diamine (328 mg, 2.0 mmol) in 4.4 mL of toluene is added dropwise to a stirred solution of trimethylaluminum (2.0 M, 1 mL) in 5 mL of toluene at below 10° C. under nitrogen. At the end of methane evolution, methyl-2-phenyl-4-quinolinecarboxylate (263 mg, 1 mmol) in 2 mL of toluene is gradually added at room temperature. The reaction mixture is refluxed for 3 hours under nitrogen. After cooling, the solution is treated with 1 mL of water, diluted with 1 mL of methanol and 1 mL ... Starting materials: C (methane), COC(=O)C1=CC(=NC2=CC=CC=C12)C1=CC=CC=C1 (methyl-2-phenyl-4-quinolinecarboxylate), C1(=CC=CC=C1)C(CN)(CC)N (2-Phenylbutane-1,2-diamine), C[Al](C)C (trimethylaluminum). RXN SMILES: [C:1]1([C:7]([NH2:12])([CH2:10][CH3:11])[CH2:8][NH2:9])[CH:6]=[CH:5][CH:4]=[CH:3][CH:2]=1.C[Al](C)C.C.CO[C:20]([C:22]1[C:31]2[C:26](=[CH:27][CH:28]=[CH:29][CH:30]=2)[N:25]=[C:24]([C:32]2[CH:37]=[CH:36][CH:35]=[CH:34][CH:33]=2)[CH:23]=1)=O>C1(C)C=CC=CC=1.CO.C(Cl)Cl.O>[CH2:10]([C:7]1([C:1]2[CH:6]=[CH:5][CH:4]=[CH:3][CH:2]=2)[CH2:8][NH:9][C:20]([C:22]2[C:31]3[C:26](=[CH:27][CH:28]=[CH:29][CH:30]=3)[N:25]=[C:24]([C:32]3[CH:37]=[CH:36][CH:35]=[CH:34][CH:33]=3)[CH:23]=2)=[N:12]1)[CH3:11]. The product is C(C)C1(N=C(NC1)C1=CC(=NC2=CC=CC=C12)C1=CC=CC=C1)C1=CC=CC=C1 (4-Ethyl-4-phenyl-2-(2-phenylquinolin-4-yl)-imidazoline). Starting materials: [Na] (sodium), O[C@H]1C[C@@H]2CC[C@H]3[C@@H]4CC[C@H](C(C)=O)[C@]4(C[C@@H]([C@@H]3[C@]2(C[C@@H]1N1CC(OCC1)(C)C)C)O)C ((2β,3α,5α,11β)-3,11-dihydroxy-2-(2,2-dimethyl-4-morpholinyl)pregnan-20-one), O (water). The solvent is C(C)O (ethanol). Conditions: time 1 hour. Product: O[C@H]1C[C@@H]2CC[C@H]3[C@@H]4CC[C@H](C(C)=O)[C@]4(C[C@H]([C@@H]3[C@]2(C[C@@H]1N1CC(OCC1)(C)C)C)O)C ((2β,3α,5α,11α)-3,11-dihydroxy-2-(2,2-dimethyl-4-morpholinyl)pregnan-20-one). Isolated yield 18.8%. As a reaction SMILES: [OH:1][C@@H:2]1[C@@H:21]([N:22]2[CH2:27][CH2:26][O:25][C:24]([CH3:29])([CH3:28])[CH2:23]2)[CH2:20][C@@:19]2([CH3:30])[C@@H:4]([CH2:5][CH2:6][C@@H:7]3[C@@H:18]2[C@@H:17]([OH:31])[CH2:16][C@@:15]2([CH3:32])[C@H:8]3[CH2:9][CH2:10][C@@H:11]2[C:12](=[O:14])[CH3:13])[CH2:3]1.[Na].O>C(O)C>[OH:1][C@@H:2]1[C@@H:21]([N:22]2[CH2:27][CH2:26][O:25][C:24]([CH3:29])([CH3:28])[CH2:23]2)[CH2:20][C@@:19]2([CH3:30])[C@@H:4]([CH2:5][CH2:6][C@@H:7]3[C@@H:18]2[C@H:17]([OH:31])[CH2:16][C@@:15]2([CH3:32])[C@H:8]3[CH2:9][CH2:10][C@@H:11]2[C:12](=[O:14])[CH3:13])[CH2:3]1 |^1:32|. Reported procedure: A portion (4.0 g) of the solid (A) of Example 31 was dissolved in ethanol (140 ml) and sodium (8.5 g) was added portionwise over 4 h. The mixture was poured into water (1.4 l) and the precipitated solid was filtered off, washed with water and dissolved in methanol (40 ml). Methanesulfonic acid (1.6 ml) was added and the solution was stirred at room temperature for 1 h and then poured into water (400 ml). After extraction with ethyl acetate, sodium carbonate was added to the aqueous phase until t...